Dataset: the Open Reaction Database (ORD), a public repository of structured organic reaction records. Task: describe an organic reaction: reactants, conditions, products, and yield Starting materials: CN(C)C=O, CC(=O)[O-], Cc1ccccc1, Cc1ccc(-c2ccc(S(C)(=O)=O)cc2)n1-c1ccc(F)cc1, [Na+], O=P(Cl)(Cl)Cl. The product is Cc1c(C=O)cc(-c2ccc(S(C)(=O)=O)cc2)n1-c1ccc(F)cc1. Reaction SMILES: [CH3:24][N:25]([CH:26]=[O:27])[CH3:28].[CH3:35][C:36](=[O:37])[O-:38].[CH3:39][c:40]1[cH:41][cH:42][cH:43][cH:44][cH:45]1.[F:1][c:2]1[cH:3][cH:4][c:5](-[n:8]2[c:9]([CH3:23])[cH:10][cH:11][c:12]2-[c:13]2[cH:14][cH:15][c:16]([S:19](=[O:20])(=[O:21])[CH3:22])[cH:17][cH:18]2)[cH:6][cH:7]1.[Na+:34].[P:29]([Cl:30])([Cl:31])([Cl:32])=[O:33]>>[F:1][c:2]1[cH:3][cH:4][c:5](-[n:8]2[c:9]([CH3:23])[c:10]([CH:26]=[O:27])[cH:11][c:12]2-[c:13]2[cH:14][cH:15][c:16]([S:19](=[O:20])(=[O:21])[CH3:22])[cH:17][cH:18]2)[cH:6][cH:7]1. Yields the product CNc1nc(Nc2ccc(Cl)cc2)ncc1N. RXN SMILES: [CH3:20][N:21]([CH3:22])[CH:23]=[O:24].[CH3:27][OH:28].[Cl:1][c:2]1[cH:3][cH:4][c:5]([NH:8][c:9]2[n:10][cH:11][c:12]([N+:17]([O-:18])=[O:19])[c:13]([NH:15][CH3:16])[n:14]2)[cH:6][cH:7]1.[H:25][H:26]>>[Cl:1][c:2]1[cH:3][cH:4][c:5]([NH:8][c:9]2[n:10][cH:11][c:12]([NH2:17])[c:13]([NH:15][CH3:16])[n:14]2)[cH:6][cH:7]1. The reactants are CN(C)C=O, CO, CNc1nc(Nc2ccc(Cl)cc2)ncc1[N+](=O)[O-], [H][H].